Dataset: the Open Reaction Database (ORD), a public repository of structured organic reaction records. Task: describe an organic reaction: reactants, conditions, products, and yield Starting materials: SC=1SC=CN1 (2-mercaptothiazole), [OH-].[Na+] (NaOH), solution, CC1(CC(C=2C(=C(SC2S(=O)(=O)C)C(=O)N2CCCC2)C1)=O)C (6,6-dimethyl-3-methanesulphonyl-1-(pyrrolidin-1-ylcarbonyl)-4,5,6,7-tetrahydrobenzo[c]thiophen-4-one). Run in CCO (EtOH). Reaction conditions: temperature 70 celsius. Product: CC1(CC(C=2C(=C(SC2SC=2SC=CN2)C(=O)N2CCCC2)C1)=O)C (6,6-Dimethyl-1-(pyrrolidin-1-ylcarbonyl)-3-(thiazol-2-ylthio)-4,5,6,7-tetrahydrobenzo[c]thiophen-4-one). Isolated yield 27.8%. As a reaction SMILES: [CH3:1][C:2]1([CH3:23])[CH2:21][C:6]2=[C:7]([C:14]([N:16]3[CH2:20][CH2:19][CH2:18][CH2:17]3)=[O:15])[S:8][C:9]([S:10]([CH3:13])(=O)=O)=[C:5]2[C:4](=[O:22])[CH2:3]1.[OH-].[Na+].SC1[S:28][CH:29]=[CH:30][N:31]=1>CCO>[CH3:1][C:2]1([CH3:23])[CH2:21][C:6]2=[C:7]([C:14]([N:16]3[CH2:20][CH2:19][CH2:18][CH2:17]3)=[O:15])[S:8][C:9]([S:10][C:13]3[S:28][CH:29]=[CH:30][N:31]=3)=[C:5]2[C:4](=[O:22])[CH2:3]1 |f:1.2|. Reported procedure: To a suspension of 6,6-dimethyl-3-methanesulphonyl-1-(pyrrolidin-1-ylcarbonyl)-4,5,6,7-tetrahydrobenzo[c]thiophen-4-one (400 mg, 1.1 mmol) in EtOH (10 mL) was added NaOH (1.1 mL of a 3 M solution, 3.3 mmol) followed by 2-mercaptothiazole (0.39 g, 3.3 mmol). The mixture was heated at 70° C. for 5 h then the solution was evaporated. The residue was partitioned between EtOAc (20 mL) and NaOH (1 M; 30 mL). The organic phase was separated, dried (Na2SO4) and evaporated. The residue was chromatographe... Reactants: Cc1ccn2c1C1(CCN(C(=O)C(F)(F)F)CC1)Oc1ccccc1-2, [Na+], CN(C)C=O, [OH-], O=P(Cl)(Cl)Cl. The product is Cc1cc(C=O)n2c1C1(CCN(C(=O)C(F)(F)F)CC1)Oc1ccccc1-2. RXN SMILES: [F:6][C:7]([C:8](=[O:9])[N:10]1[CH2:11][CH2:12][C:13]2([CH2:14][CH2:15]1)[O:16][c:17]1[c:18]([cH:25][cH:26][cH:27][cH:28]1)-[n:19]1[c:20]2[c:21]([CH3:24])[cH:22][cH:23]1)([F:29])[F:30].[Na+:32].[O:33]=[CH:34][N:35]([CH3:36])[CH3:37].[OH-:31].[P:1]([Cl:2])([Cl:3])([Cl:4])=[O:5]>>[F:6][C:7]([C:8](=[O:9])[N:10]1[CH2:11][CH2:12][C:13]2([CH2:14][CH2:15]1)[O:16][c:17]1[c:18]([cH:25][cH:26][cH:27][cH:28]1)-[n:19]1[c:20]2[c:21]([CH3:24])[cH:22][c:23]1[CH:34]=[O:33])([F:29])[F:30]. Run in CC(C(C)O)O (dimethyl ethylene glycol), O (water). Procedure details: A mixture of 1-bromo-2,5-dimethyl-4-nitrobenzene (100 mg, 0.43 mmol), 4,4,5,5-tetramethyl-2-(1,4-dioxaspiro[4.5]dec-7-en-8-yl)-1,3,2-dioxaborolane (112 mg, 0.43 mmol), Pd(PPh3)4 (49 mg, 0.043 mmol) and CsF (196 mg, 1.29 mmol) in a mixture of dimethyl ethylene glycol and water (2:1, 1.5 mL) was degassed and heated under N2 at 130° C. in microwave reactor for 15 min. After cooling down to room temperature, the reaction mixture was treated with saturated NH4Cl aqueous solution (5 mL) and extracted ... Reaction conditions: temperature 130 celsius. Product: CC1=C(C=C(C(=C1)[N+](=O)[O-])C)C1=CCC2(OCCO2)CC1 (8-(2,5-dimethyl-4-nitrophenyl)-1,4-dioxaspiro[4.5]dec-7-ene). RXN SMILES: Br[C:2]1[CH:7]=[C:6]([CH3:8])[C:5]([N+:9]([O-:11])=[O:10])=[CH:4][C:3]=1[CH3:12].CC1(C)C(C)(C)OB([C:21]2[CH2:30][CH2:29][C:24]3([O:28][CH2:27][CH2:26][O:25]3)[CH2:23][CH:22]=2)O1.[F-].[Cs+]>CC(O)C(O)C.O.C1C=CC([P]([Pd]([P](C2C=CC=CC=2)(C2C=CC=CC=2)C2C=CC=CC=2)([P](C2C=CC=CC=2)(C2C=CC=CC=2)C2C=CC=CC=2)[P](C2C=CC=CC=2)(C2C=CC=CC=2)C2C=CC=CC=2)(C2C=CC=CC=2)C2C=CC=CC=2)=CC=1>[CH3:12][C:3]1[CH:4]=[C:5]([N+:9]([O-:11])=[O:10])[C:6]([CH3:8])=[CH:7][C:2]=1[C:21]1[CH2:30][CH2:29][C:24]2([O:28][CH2:27][CH2:26][O:25]2)[CH2:23][CH:22]=1 |f:2.3,^1:44,46,65,84|. The reactants are BrC1=C(C=C(C(=C1)C)[N+](=O)[O-])C (1-bromo-2,5-dimethyl-4-nitrobenzene), CC1(OB(OC1(C)C)C1=CCC2(OCCO2)CC1)C (4,4,5,5-tetramethyl-2-(1,4-dioxaspiro[4.5]dec-7-en-8-yl)-1,3,2-dioxaborolane), [F-].[Cs+] (CsF). The reagents and catalysts are C=1C=CC(=CC1)[P](C=2C=CC=CC2)(C=3C=CC=CC3)[Pd]([P](C=4C=CC=CC4)(C=5C=CC=CC5)C=6C=CC=CC6)([P](C=7C=CC=CC7)(C=8C=CC=CC8)C=9C=CC=CC9)[P](C=1C=CC=CC1)(C=1C=CC=CC1)C=1C=CC=CC1 (Pd(PPh3)4).